From a dataset of the Open Reaction Database (ORD), a public repository of structured organic reaction records. describe an organic reaction: reactants, conditions, products, and yield Reactants: N12C[C@@H](C(CC1)CC2)OC2=CC=C(C=C2)C=2C=C1C=CNC1=CC2 (5-{4-[(3R)-1-azabicyclo[2.2.2]oct-3-yloxy]phenyl}-1H-indole), C(\C=C\C(=O)O)(=O)O (fumaric acid). Solvent: CCOC(=O)C.CCO (EtOAc EtOH). The product is C(\C=C\C(=O)O)(=O)O.N12C[C@@H](C(CC1)CC2)OC2=CC=C(C=C2)C=2C=C1C=CNC1=CC2 (5-{4-[(3R)-1-azabicyclo[2.2.2]oct-3-yloxy]phenyl}-1H-indole fumarate). Reaction SMILES: [N:1]12[CH2:8][CH2:7][CH:4]([CH2:5][CH2:6]1)[C@@H:3]([O:9][C:10]1[CH:15]=[CH:14][C:13]([C:16]3[CH:17]=[C:18]4[C:22](=[CH:23][CH:24]=3)[NH:21][CH:20]=[CH:19]4)=[CH:12][CH:11]=1)[CH2:2]2.[C:25]([OH:32])(=[O:31])/[CH:26]=[CH:27]/[C:28]([OH:30])=[O:29]>CCOC(C)=O.CCO>[C:25]([OH:32])(=[O:31])/[CH:26]=[CH:27]/[C:28]([OH:30])=[O:29].[N:1]12[CH2:8][CH2:7][CH:4]([CH2:5][CH2:6]1)[C@@H:3]([O:9][C:10]1[CH:11]=[CH:12][C:13]([C:16]3[CH:17]=[C:18]4[C:22](=[CH:23][CH:24]=3)[NH:21][CH:20]=[CH:19]4)=[CH:14][CH:15]=1)[CH2:2]2 |f:2.3,4.5|. Procedure details: The product of Example 4C (50 mg, 0.25 mmol) was treated with fumaric acid (29 mg, 0.25 mmol) in EtOAc/EtOH (v. 1:1, 4 mL) at ambient temperature for 10 h. The title compound was obtained as solid (56.9 mg, yield, 52%). 1H NMR (300 MHz, CD3OD) δ 1.78–2.16 (m, 3H), 2.25–2.39 (m, 1H), 2.46–2.54 (m, 1H), 3.14–3.45 (m, 5H), 3.69–3.81 (m, 1H), 4.80–4.89 (m, 1H), 6.46 (dd, J=3.0, 1.0, 1H), 6.68 (s, 2.2H), 7.02 (dt, J=8.8, 2.5 Hz, 2H), 7.23 (d, J=3.1 Hz, 1H), 7.31 (dd, J=8.5, 2.0 Hz, 1H), 7.43 (dt, J=8... The reactants are CC=1C=C(C=C)C=CC1 (3-methylstyrene), CC(C)(C)O (t-BuOH), C(C)(=O)OCC (ethyl acetate). The solvent is O (water). Reaction conditions: time 1 hour. Product: CC=1C=C(C=CC1)[C@@H](CO)O ((S)1-(3-Methylphenyl)-1,2-ethanediol). As a reaction SMILES: [CH3:1][C:2]1[CH:3]=C([CH:7]=[CH:8][CH:9]=1)C=C.[CH3:10][C:11]([OH:14])(C)[CH3:12].C(OCC)(=[O:17])C>O>[CH3:1][C:2]1[CH:3]=[C:10]([C@H:11]([OH:14])[CH2:12][OH:17])[CH:7]=[CH:8][CH:9]=1. Reported procedure: A mixture of 3-methylstyrene (1.69 ml, 12.7 mmol), and AD-mix-60 (17.78 g, 12.7 mmol) in water (65 ml) and t-BuOH (65 ml) was stirred at 0° C. for 3.5 h. To this reaction mixture was added Na2SO1 (20 g) and the mixture was stirred at rt for 1 h. The reaction mixture was extractecl with ethyl acetate. The extract was washed with brine, dried (Na2SO4), and concentrated to give 2.07 g of light brown oil, which was purified by column chromatography (silica gel: 110 g, ethyl acetate/hexane:3/2) to af... Starting materials: ClCCl, CC(C)(C)S, COc1ccc(CO)cc1, ClCCCl, [I-], [I-], O, [Zn+2]. Product: COc1ccc(CSC(C)(C)C)cc1. Reaction SMILES: [CH2:21]([Cl:22])[Cl:23].[CH3:11][C:12]([CH3:13])([CH3:14])[SH:15].[CH3:1][O:2][c:3]1[cH:4][cH:5][c:6]([CH2:7][OH:8])[cH:9][cH:10]1.[Cl:16][CH2:17][CH2:18][Cl:19].[I-:24].[I-:26].[OH2:20].[Zn+2:25]>>[CH3:1][O:2][c:3]1[cH:4][cH:5][c:6]([CH2:7][S:15][C:12]([CH3:11])([CH3:13])[CH3:14])[cH:9][cH:10]1. Starting materials: ClC1=C(C(=CC=C1)Cl)CC(=O)Cl ((2,6-dichlorophenyl)acetyl chloride), acid, NC[C@@H]1[C@H](C[C@@H](O1)N1C(=O)NC(=O)C(=C1)CC)OCC (5'-amino-2',5'-dideoxy-3'-O-ethyl-5-ethyluridine). The solvent is C(C)OCC (diethyl ether), [OH-].[Na+] (sodium hydroxide). Conditions: time 10 minute. Yields the product ClC1=C(C(=CC=C1)Cl)CC(=O)NC[C@@H]1[C@H](C[C@@H](O1)N1C(=O)NC(=O)C(=C1)CC)OCC (5'-[2-(2,6-dichlorophenyl)acetamido]-2',5'-dideoxy-3'-O-ethyl-5-ethyluridine). As a reaction SMILES: [Cl:1][C:2]1[CH:7]=[CH:6][CH:5]=[C:4]([Cl:8])[C:3]=1[CH2:9][C:10](Cl)=[O:11].[NH2:13][CH2:14][C@H:15]1[O:19][C@@H:18]([N:20]2[CH:27]=[C:26]([CH2:28][CH3:29])[C:24](=[O:25])[NH:23][C:21]2=[O:22])[CH2:17][C@@H:16]1[O:30][CH2:31][CH3:32]>C(OCC)C.[OH-].[Na+]>[Cl:1][C:2]1[CH:7]=[CH:6][CH:5]=[C:4]([Cl:8])[C:3]=1[CH2:9][C:10]([NH:13][CH2:14][C@H:15]1[O:19][C@@H:18]([N:20]2[CH:27]=[C:26]([CH2:28][CH3:29])[C:24](=[O:25])[NH:23][C:21]2=[O:22])[CH2:17][C@@H:16]1[O:30][CH2:31][CH3:32])=[O:11] |f:3.4|. Reported procedure: A solution of (2,6-dichlorophenyl)acetyl chloride (prepared from 103 mg of the acid) in 2 ml of diethyl ether was added to a solution of 140 mg of 5'-amino-2',5'-dideoxy-3'-O-ethyl-5-ethyluridine in 2.5 ml of 0.2M sodium hydroxide solution, the mixture was shaken vigorously for 10 minutes and then filtered. The solid was washed with 5 ml of water and 50 ml of diethyl ether, and then recrystallized from acetone to give 60 mg of 5'-[2-(2,6-dichlorophenyl)acetamido]-2',5'-dideoxy-3'-O-ethyl-5-ethyl... Reactants: (R)-4,5-dihydro, N1=CC=C(C=C1)C1=CC=C(C=C1)C1=NOC(=C1)CN (3-[4-(4-pyridinyl)phenyl]-5-(aminomethyl)isoxazole), N1=CC=CC=C1 (Pyridine), C(C)(=O)OC(C)=O (acetic anhydride). Reaction SMILES: [N:1]1[CH:6]=[CH:5][C:4]([C:7]2[CH:12]=[CH:11][C:10]([C:13]3[CH:17]=[C:16]([CH2:18][NH2:19])[O:15][N:14]=3)=[CH:9][CH:8]=2)=[CH:3][CH:2]=1.N1C=CC=CC=1.[C:26](OC(=O)C)(=[O:28])[CH3:27]>C(Cl)Cl>[N:1]1[CH:2]=[CH:3][C:4]([C:7]2[CH:8]=[CH:9][C:10]([C:13]3[CH2:17][C@H:16]([CH2:18][NH:19][C:26](=[O:28])[CH3:27])[O:15][N:14]=3)=[CH:11][CH:12]=2)=[CH:5][CH:6]=1. Conditions: temperature 0 celsius, time 20 hour. Procedure: To a flame dried flask containing (R)-4,5-Dihydro[3-[4-(4-pyridinyl)phenyl]-5-(hydroxymethyl)]isoxazole (440 mg, 1.73 mmol) in methylene chloride (20 mL) at 0° C. under an inert atmosphere is added triethylamine (0.36 mL, 2.60 mmol) and methanesulfonyl chloride (0.14 mL, 1.82 mmol). The reaction is slowly warmed to ambient temperature, stirred 3 hours, and quenched with water (25 mL). The organic phase is separated, washed with saturated NaHCO3 (25 mL) and saline (25 mL), dried over sodium sulfa... Product: N1=CC=C(C=C1)C1=CC=C(C=C1)C1=NO[C@H](C1)CNC(C)=O ((R)-N-[[4,5-Dihydro-3-[4-(4-pyridinyl)phenyl]-5-isoxazolyl]methyl]acetamide). Solvent: C(Cl)Cl (methylene chloride). The reactants are CC#N, O=S(=O)(c1ccc(B(O)O)cc1)N1CCC1, CC(C)(C)OC(=O)NC1(C(=O)NC(Cc2ccc(I)cc2)C(N)=O)CCOCC1, [Na+], [Na+], O=C([O-])[O-]. Product: CC(C)(C)OC(=O)NC1(C(=O)NC(Cc2ccc(-c3ccc(S(=O)(=O)N4CCC4)cc3)cc2)C(N)=O)CCOCC1. As a reaction SMILES: [CH3:52][C:53]#[N:54].[N:30]1([S:34](=[O:35])(=[O:36])[c:37]2[cH:38][cH:39][c:40]([B:43]([OH:44])[OH:45])[cH:41][cH:42]2)[CH2:31][CH2:32][CH2:33]1.[NH2:1][C:2]([CH:3]([CH2:4][c:5]1[cH:6][cH:7][c:8]([I:11])[cH:9][cH:10]1)[NH:12][C:13](=[O:14])[C:15]1([NH:21][C:22]([O:23][C:24]([CH3:25])([CH3:26])[CH3:27])=[O:28])[CH2:16][CH2:17][O:18][CH2:19][CH2:20]1)=[O:29].[Na+:46].[Na+:47].[O-:48][C:49](=[O:50])[O-:51]>>[NH2:1][C:2]([CH:3]([CH2:4][c:5]1[cH:6][cH:7][c:8](-[c:40]2[cH:39][cH:38][c:37]([S:34]([N:30]3[CH2:31][CH2:32][CH2:33]3)(=[O:35])=[O:36])[cH:42][cH:41]2)[cH:9][cH:10]1)[NH:12][C:13](=[O:14])[C:15]1([NH:21][C:22]([O:23][C:24]([CH3:25])([CH3:26])[CH3:27])=[O:28])[CH2:16][CH2:17][O:18][CH2:19][CH2:20]1)=[O:29]. Starting materials: yellow oil, ClC1=CC=C(C=C1)C1=NC2=C(N1C(CO)C1CCCCC1)C=C(C(=C2)F)F (2-[2-(4-chloro-phenyl)-5,6-difluoro-benzoimidazol-1-yl]-2-cyclohexyl-ethanol), COC(C1=C(C=C(C=C1F)O)F)=O (2,6-difluoro-4-hydroxy-benzoic acid methyl ester), N(=NC(=O)OC(C)(C)C)C(=O)OC(C)(C)C (di-tert-butyl azodicarboxylate). Yields the product COC(C1=C(C=C(C=C1F)OCC(C1CCCCC1)N1C(=NC2=C1C=C(C(=C2)F)F)C2=CC=C(C=C2)Cl)F)=O (4-{2-[2-(4-Chloro-phenyl)-5,6-difluoro-benzoimidazol-1-yl]-2-cyclohexyl-ethoxy}-2,6-difluoro-benzoic acid methyl ester). As a reaction SMILES: [Cl:1][C:2]1[CH:7]=[CH:6][C:5]([C:8]2[N:12]([CH:13]([CH:16]3[CH2:21][CH2:20][CH2:19][CH2:18][CH2:17]3)[CH2:14][OH:15])[C:11]3[CH:22]=[C:23]([F:27])[C:24]([F:26])=[CH:25][C:10]=3[N:9]=2)=[CH:4][CH:3]=1.[CH3:28][O:29][C:30](=[O:40])[C:31]1[C:36]([F:37])=[CH:35][C:34](O)=[CH:33][C:32]=1[F:39].N(C(OC(C)(C)C)=O)=NC(OC(C)(C)C)=O>>[CH3:28][O:29][C:30](=[O:40])[C:31]1[C:32]([F:39])=[CH:33][C:34]([O:15][CH2:14][CH:13]([N:12]2[C:11]3[CH:22]=[C:23]([F:27])[C:24]([F:26])=[CH:25][C:10]=3[N:9]=[C:8]2[C:5]2[CH:6]=[CH:7][C:2]([Cl:1])=[CH:3][CH:4]=2)[CH:16]2[CH2:17][CH2:18][CH2:19][CH2:20][CH2:21]2)=[CH:35][C:36]=1[F:37]. Procedure: The title compound was prepared in analogy to Example 4, intermediate, from 2-[2-(4-chloro-phenyl)-5,6-difluoro-benzoimidazol-1-yl]-2-cyclohexyl-ethanol (Ex. 1, int. c) and 2,6-difluoro-4-hydroxy-benzoic acid methyl ester and replacing di-ethyl azodicarboxylate by di-tert-butyl azodicarboxylate. Light yellow oil (85%). MS (Turbo Spray): m/z=561.2 [M+H]. The reactants are FC(C=1C=CC(=C(C1)CC(C)=O)OC)(F)F (5-(Trifluoromethyl)-2-methoxyphenylacetone), C(C=O)(=O)O (glyoxylic acid). Conditions: temperature 100 celsius, time 16 hour. Yields the product OC1(C(=CC(O1)=O)C1=C(C=CC(=C1)C(F)(F)F)OC)C (5-Hydroxy-4-[2-methoxy-5-(trifluoromethyl)phenyl]-5-methylfuran-2(5H)-one). Isolated yield 101.2%. RXN SMILES: [F:1][C:2]([F:16])([F:15])[C:3]1[CH:4]=[CH:5][C:6]([O:13][CH3:14])=[C:7]([CH2:9][C:10](=[O:12])[CH3:11])[CH:8]=1.[C:17]([OH:21])(=[O:20])[CH:18]=O>>[OH:12][C:10]1([CH3:11])[O:21][C:17](=[O:20])[CH:18]=[C:9]1[C:7]1[CH:8]=[C:3]([C:2]([F:15])([F:16])[F:1])[CH:4]=[CH:5][C:6]=1[O:13][CH3:14]. Reported procedure: 5-(Trifluoromethyl)-2-methoxyphenylacetone (2800 mg, 12 mmol) was mixed with glyoxylic acid (2.7 mL 18 mmol) and stirred at 100° C. for 16 hours. The reaction mixture was then concentrated in vacuo and azeotroped with toluene to afford the title compound (3.5 g). Reactants: CC1(C(C(C1=O)(C)C)=O)C (2,2,4,4-tetramethylcyclobutane-1,3-dione), CC(CC(C)O)C (4-methyl-2-pentanol). Reagents/catalysts: [Ru] (ruthenium on alumina). Conditions: temperature 100 celsius, time 6 hour. Yields the product CC1(C(C(C1O)(C)C)O)C (2,2,4,4-tetramethycyclobutane-1,3-diol). RXN SMILES: [CH3:1][C:2]1([CH3:10])[C:5](=[O:6])[C:4]([CH3:8])([CH3:7])[C:3]1=[O:9].CC(C)CC(O)C>[Ru]>[CH3:7][C:4]1([CH3:8])[CH:5]([OH:6])[C:2]([CH3:10])([CH3:1])[CH:3]1[OH:9]. Procedure: A 2 liter Parr autoclave was charged with 100 grams of 2,2,4,4-tetramethylcyclobutane-1,3-dione, 300 grams of 4-methyl-2-pentanol, and 50 grams of 2% ruthenium on alumina (surface area=10 m2/g, purchased from BASF Catalysts). The autoclave was pressure purged three times with nitrogen and three times with hydrogen, and the pressure was increased to 3.5 MPa (500 psig) with hydrogen. The autoclave was heated to 100° C. with stirring at approximately 1300 rpm and held for 6 hours at 3.5 MPa (500 ps...